This data is from the Open Reaction Database (ORD), a public repository of structured organic reaction records. The task is: describe an organic reaction: reactants, conditions, products, and yield Reactants: ClC=1C=C(C=C(C1)Cl)CS(=O)(=O)C=1C=C2/C(/C(NC2=CC1)=O)=C/C1=C(C(=C(N1)C)C(=O)O)C (5-[5-(3,5-Dichloro-phenylmethanesulfonyl)-2-oxo-1,2-dihydro-indol-(3Z)-ylidenemethyl]-2,4-dimethyl-1H-pyrrole-3-carboxylic acid), CCN=C=NCCCN(C)C.Cl (EDAC.HCl), TEA, N1(CCCC1)C1CCNCC1 (4-pyrrolidin-1-yl-piperidine), C=1C=CC2=C(C1)N=NN2O (HOBt). Run in CN(C)C=O (DMF). Yields the product ClC=1C=C(C=C(C1)Cl)CS(=O)(=O)C=1C=C2/C(/C(NC2=CC1)=O)=C/C=1NC(=C(C1C)C(=O)N1CCC(CC1)N1CCCC1)C (5-(3,5-Dichloro-phenylmethanesulfonyl)-3-[1-[3,5-dimethyl-4-(4-pyrrolidin-1-yl-piperidine-1-carbonyl)-1H-pyrrol-2-yl]-meth-(Z)-ylidene]-1,3-dihydro-indol-2-one). RXN SMILES: [Cl:1][C:2]1[CH:3]=[C:4]([CH2:9][S:10]([C:13]2[CH:14]=[C:15]3[C:19](=[CH:20][CH:21]=2)[NH:18][C:17](=[O:22])/[C:16]/3=[CH:23]\[C:24]2[NH:28][C:27]([CH3:29])=[C:26]([C:30]([OH:32])=O)[C:25]=2[CH3:33])(=[O:12])=[O:11])[CH:5]=[C:6]([Cl:8])[CH:7]=1.[N:34]1([CH:39]2[CH2:44][CH2:43][NH:42][CH2:41][CH2:40]2)[CH2:38][CH2:37][CH2:36][CH2:35]1.C1C=CC2N(O)N=NC=2C=1.CCN=C=NCCCN(C)C.Cl>CN(C=O)C>[Cl:8][C:6]1[CH:5]=[C:4]([CH2:9][S:10]([C:13]2[CH:14]=[C:15]3[C:19](=[CH:20][CH:21]=2)[NH:18][C:17](=[O:22])/[C:16]/3=[CH:23]\[C:24]2[NH:28][C:27]([CH3:29])=[C:26]([C:30]([N:42]3[CH2:43][CH2:44][CH:39]([N:34]4[CH2:38][CH2:37][CH2:36][CH2:35]4)[CH2:40][CH2:41]3)=[O:32])[C:25]=2[CH3:33])(=[O:11])=[O:12])[CH:3]=[C:2]([Cl:1])[CH:7]=1 |f:3.4|. Procedure: 5-[5-(3,5-Dichloro-phenylmethanesulfonyl)-2-oxo-1,2-dihydro-indol-(3Z)-ylidenemethyl]-2,4-dimethyl-1H-pyrrole-3-carboxylic acid (120 mg, 0.24 mmol) was coupled with 4-pyrrolidin-1-yl-piperidine (45 mg, 1.2 eq.) using HOBt (1.2 eq.), EDAC.HCl (1.2 eq.) and TEA (3 eq.) in DMF (25 mL) to give the titled compound. MS m/z 639 [M−1]. Reactants: C1(CCCCC1)N1CC(CC1)NC (1-cyclohexyl-3-methylaminopyrrolidine), ClC1=NC2=CC=CC=C2C(=C1)C(=O)Cl (2-chloroquinoline-4-carbonyl chloride). Solvent: C1=CC=CC=C1 (benzene), C1=CC=CC=C1 (benzene). Conditions: time 0.5 hour. The product is Cl.CN(C(=O)C1=CC(=NC2=CC=CC=C12)Cl)C1CN(CC1)C1CCCCC1 (N-Methyl-N-(1-cyclohexyl-3-pyrrolidinyl)-2-chloro-4-quinolinecarboxamide Hydrochloride). As a reaction SMILES: [CH:1]1([N:7]2[CH2:11][CH2:10][CH:9]([NH:12][CH3:13])[CH2:8]2)[CH2:6][CH2:5][CH2:4][CH2:3][CH2:2]1.[Cl:14][C:15]1[CH:24]=[C:23]([C:25](Cl)=[O:26])[C:22]2[C:17](=[CH:18][CH:19]=[CH:20][CH:21]=2)[N:16]=1>C1C=CC=CC=1>[ClH:14].[CH3:13][N:12]([CH:9]1[CH2:10][CH2:11][N:7]([CH:1]2[CH2:6][CH2:5][CH2:4][CH2:3][CH2:2]2)[CH2:8]1)[C:25]([C:23]1[C:22]2[C:17](=[CH:18][CH:19]=[CH:20][CH:21]=2)[N:16]=[C:15]([Cl:14])[CH:24]=1)=[O:26] |f:3.4|. Procedure: To 12.7 g. (0.07 mole) of 1-cyclohexyl-3-methylaminopyrrolidine in dry benzene was added dropwise with stirring 15 g. (0.07 mole) of 2-chloroquinoline-4-carbonyl chloride in dry benzene. After 0.5 hr. the solution was extracted with dilute hydrochloric acid and the acidic solution made basic with sodium hydroxide solution and extracted with benzene. The benzene extracts were dried over sodium sulfate and concentrated. The residue was chromatographed on an aluminum silicate column eluting with a ... The reactants are N1=C(NC2=C1C=CC=C2)NC(=S)N2C=NC=C2 (1-[(2-benzimidazolyl)thiocarbamoyl]imidazole), ClC=1C=C(C=CC1)CCN (2-(3-chlorophenyl)ethylamine), C(C)(=O)OCC (ethyl acetate). The solvent is CN(C=O)C (N,N-dimethylformamide). Yields the product ClC=1C=C(C=CC1)CCNC(=S)NC=1NC2=C(N1)C=CC=C2 (N-[2-(3-chlorophenyl)ethyl]-N'-(2-benzimidazolyl) thiourea). Isolated yield 14.5%. Reaction SMILES: [N:1]1[C:5]2[CH:6]=[CH:7][CH:8]=[CH:9][C:4]=2[NH:3][C:2]=1[NH:10][C:11]([N:13]1[CH:17]=[CH:16]N=C1)=[S:12].[Cl:18][C:19]1[CH:20]=[C:21](CCN)[CH:22]=[CH:23][CH:24]=1.C(OCC)(=O)C>CN(C)C=O>[Cl:18][C:19]1[CH:24]=[C:23]([CH2:16][CH2:17][NH:13][C:11]([NH:10][C:2]2[NH:1][C:5]3[CH:6]=[CH:7][CH:8]=[CH:9][C:4]=3[N:3]=2)=[S:12])[CH:22]=[CH:21][CH:20]=1. Reported procedure: A solution of 1-[(2-benzimidazolyl)thiocarbamoyl]imidazole (1.22 g, 5.0 mmol) and 2-(3-chlorophenyl)ethylamine (0.79 g, 5.0 mmol) in N,N-dimethylformamide (20 mL) was stirred at 90° C. for 2 h. The reaction was cooled to room temperature, poured into ethyl acetate, washed with water, 1N aqueous HCl water, saturated sodium bicarbonate, and brine. The organic layer was concentrated and the resultant solid was crystallized from EtOAc to provide 0.24 g (14%) of the titled product as a white solid: Starting materials: OC(C(=O)NC(CCCC=1C=NC=CC1)CC)C1=CC=CC=C1 (alpha-hydroxy-N-[1-ethyl-4-(3-pyridinyl)butyl]benzeneacetamide). Run in Cl (HCl), Cl (HCl). The product is C(C)[C@H](CCCC=1C=NC=CC1)N ((R)-alpha-ethyl-3-pyridinebutanamine). Reaction SMILES: OC(C1C=CC=CC=1)C([NH:5][CH:6]([CH2:16][CH3:17])[CH2:7][CH2:8][CH2:9][C:10]1[CH:11]=[N:12][CH:13]=[CH:14][CH:15]=1)=O>Cl>[CH2:16]([C@@H:6]([NH2:5])[CH2:7][CH2:8][CH2:9][C:10]1[CH:11]=[N:12][CH:13]=[CH:14][CH:15]=1)[CH3:17]. Procedure details: As in Example 16, a solution of 195 g of [R-(R*,R*)]-alpha-hydroxy-N-[1-ethyl-4-(3-pyridinyl)butyl]benzeneacetamide in 1.1L of 6N HCl was treated with 104 mL of conc. HCl and then was heated at reflux for 2 days. The crude amine, obtained by the normal work up was distilled to give 109 g of (R)-alpha-ethyl-3-pyridinebutanamine, (bp 105° C./0.2 mm): [α]D25 -11.9° (c, 1.0, MeOH). Starting materials: [Br-], BrCc1ccccc1, CCCC[N+](CCCC)(CCCC)CCCC, Cc1ccccc1, [Na+], O=C(O)Cc1cccc2c1NC(=O)C2, [OH-], O. The product is O=C1Cc2cccc(CC(=O)OCc3ccccc3)c2N1. Reaction SMILES: [Br-:26].[Br:17][CH2:18][c:19]1[cH:20][cH:21][cH:22][cH:23][cH:24]1.[CH3:27][CH2:28][CH2:29][CH2:30][N+:31]([CH2:32][CH2:33][CH2:34][CH3:35])([CH2:36][CH2:37][CH2:38][CH3:39])[CH2:40][CH2:41][CH2:42][CH3:43].[CH3:44][c:45]1[cH:46][cH:47][cH:48][cH:49][cH:50]1.[Na+:16].[O:1]=[C:2]1[NH:3][c:4]2[c:5]([CH2:11][C:12](=[O:13])[OH:14])[cH:6][cH:7][cH:8][c:9]2[CH2:10]1.[OH-:15].[OH2:25]>>[O:1]=[C:2]1[NH:3][c:4]2[c:5]([CH2:11][C:12]([O:13][CH2:18][c:19]3[cH:20][cH:21][cH:22][cH:23][cH:24]3)=[O:14])[cH:6][cH:7][cH:8][c:9]2[CH2:10]1. Reagents/catalysts: [OH-].[OH-].[Pd+2] (Pd(OH)2). RXN SMILES: C(OC([N:11]1[CH2:15][C@@H:14]([NH:16][C:17]([C:19]2[CH:28]=[CH:27][C:26]3[C:21](=[CH:22][CH:23]=[CH:24][CH:25]=3)[C:20]=2[OH:29])=[O:18])[CH2:13][C@H:12]1[C:30]1[O:31][CH:32]=[CH:33][N:34]=1)=O)C1C=CC=CC=1>CO.[OH-].[OH-].[Pd+2]>[O:31]1[CH:32]=[CH:33][N:34]=[C:30]1[C@H:12]1[NH:11][CH2:15][C@@H:14]([NH:16][C:17]([C:19]2[CH:28]=[CH:27][C:26]3[C:21](=[CH:22][CH:23]=[CH:24][CH:25]=3)[C:20]=2[OH:29])=[O:18])[CH2:13]1 |f:2.3.4|. Starting materials: C(C1=CC=CC=C1)OC(=O)N1[C@@H](C[C@@H](C1)NC(=O)C1=C(C2=CC=CC=C2C=C1)O)C=1OC=CN1 ((2S,4S)-4-[(1-hydroxy-naphthalene-2-carbonyl)-amino]-2-oxazol-2-yl-pyrrolidine-1-carboxylic acid benzyl ester). Reported procedure: To a solution of (2S,4S)-4-[(1-hydroxy-naphthalene-2-carbonyl)-amino]-2-oxazol-2-yl-pyrrolidine-1-carboxylic acid benzyl ester (30 mg, 0.06 mmol) in methanol (2 mL) was added 20% Pd(OH)2 (20 mg) and the mixture was stirred at room temp. for 16 h. with a balloon containing H2 gas. The reaction mixture was then filtered and concentrated under reduced pressure to give 1-hydroxy-naphthalene-2-carboxylic acid ((3S,5S)-5-oxazol-2-yl-pyrrolidin-3-yl)-amide (15 mg) as a light brown liquid. MS calcd. for... Run in CO (methanol). Yield: 77.3%. Yields the product O1C(=NC=C1)[C@@H]1C[C@@H](CN1)NC(=O)C1=C(C2=CC=CC=C2C=C1)O (1-hydroxy-naphthalene-2-carboxylic acid ((3S,5S)-5-oxazol-2-yl-pyrrolidin-3-yl)-amide). Conditions: time 16 hour. Reactants: C(C)OC1(C2CCC(C2C1)=O)OCC (6,6-Diethoxybicyclo[3.2.0]heptan-2-one), [BH4-].[Na+] (NaBH4). The solvent is O1CCOCC1 (dioxane), OP(=O)(O)[O-].[K+] (KH2PO4), Cl (HCl). Conditions: time 1 hour. Product: OC1C2CC(C2CC1)=O (2-Hydroxybicyclo[3.2.0]heptan-6-one). RXN SMILES: C([O:3][C:4]1(OCC)[CH2:10][CH:9]2[CH:5]1[CH2:6][CH2:7][C:8]2=[O:11])C.[BH4-].[Na+]>O1CCOCC1.OP([O-])(O)=O.[K+].Cl>[OH:11][CH:8]1[CH2:7][CH2:6][CH:5]2[CH:9]1[CH2:10][C:4]2=[O:3] |f:1.2,4.5|. Procedure details: To a stirred solution of compound 1F in dioxane (50 mL) and 2M KH2PO4 (50 mL) was added NaBH4 (1.0 g, 26.4 mmol) over a 10 min-period, and the stirring was continued at RT for 1 hr. The reaction mixture was diluted with 2M HCl to adjust pH to 1, and stirred at RT for another 1 hr. The reaction was concentrated, dissolved in EtOAc, washed with water, dried over Na2SO4, and concentrated. Purification by silica gel chromatography (50% EtOAc in hexanes) provided the title compound (1.9 g) as a pale ...